Dataset: the Open Reaction Database (ORD), a public repository of structured organic reaction records. Task: describe an organic reaction: reactants, conditions, products, and yield The reactants are COC1=C(C(=O)O)C(=CC(=C1)OC)OC (2,4,6-trimethoxybenzoic acid), S(O)(O)(=O)=O (sulfuric acid), CO (methanol). The product is COC1=C(C(=O)OC)C(=CC(=C1)OC)OC (methyl 2,4,6-trimethoxybenzoate). RXN SMILES: [CH3:1][O:2][C:3]1[CH:11]=[C:10]([O:12][CH3:13])[CH:9]=[C:8]([O:14][CH3:15])[C:4]=1[C:5]([OH:7])=[O:6].S(=O)(=O)(O)O.[CH3:21]O>>[CH3:15][O:14][C:8]1[CH:9]=[C:10]([O:12][CH3:13])[CH:11]=[C:3]([O:2][CH3:1])[C:4]=1[C:5]([O:7][CH3:21])=[O:6]. Procedure details: 2,4,6-trimethoxybenzoic acid (5.61 g, 26.42 mmol) was suspended in 20 mL of methanol. Concentrated sulfuric acid (1 mL) was added to the mixture, and the reaction heated to reflux for 24 hrs. The reaction was cooled to room temperature, and the methanol removed in vacuo. The residues were taken up in 50 mL 5% NaHCO3 and extracted with hexane until all the solids had dissolved. The hexane extract was dried over anhydrous Na2SO4, filtered, and the volatiles were removed in a rotary evaporator to d... Starting materials: C1(CCCCC1)CBr (cyclohexylmethyl bromide), [OH-].[K+] (potassium hydroxide), O (water), FCC(C)(C(CN1N=CN=C1)=O)CF (2,2-bisfluoromethyl-4-(1,2,4-triazol-1-yl)-butan-3-one), O (water). The solvent is CS(=O)C (dimethylsulphoxide). The product is FCC(C)(C(C(CC1CCCCC1)N1N=CN=C1)=O)CF (2,2-bis-fluoromethyl-5-cyclohexyl-4-(1,2,4-triazol-1-yl)-pentan-3-one). Yield: 54.9%. As a reaction SMILES: [OH-].[K+].O.[F:4][CH2:5][C:6]([CH2:16][F:17])([C:8](=[O:15])[CH2:9][N:10]1[CH:14]=[N:13][CH:12]=[N:11]1)[CH3:7].[CH:18]1([CH2:24]Br)[CH2:23][CH2:22][CH2:21][CH2:20][CH2:19]1>CS(C)=O>[F:17][CH2:16][C:6]([CH2:5][F:4])([C:8](=[O:15])[CH:9]([N:10]1[CH:14]=[N:13][CH:12]=[N:11]1)[CH2:24][CH:18]1[CH2:23][CH2:22][CH2:21][CH2:20][CH2:19]1)[CH3:7] |f:0.1|. Procedure: A solution of 101.4 g (1.81 mol) of potassium hydroxide into 7.2 ml of water was added to a solution of 369.4 g (1.81 mol) of 2,2-bisfluoromethyl-4-(1,2,4-triazol-1-yl)-butan-3-one in 2 liters of dimethylsulphoxide at room temperature, with stirring. 320.5 g (1.81 mol) of cyclohexylmethyl bromide were added dropwise to this mixture, with stirring, the temperature of the reaction mixture being kept between 20° and 40° C. by cooling. The reaction mixture was stirred at 60° C. for a further 15 hour... The reactants are C(CCC)C=1N(C(=CN1)/C=C\1/N(C(NC1=O)=O)CCCC)CC1=CC=C(C(=O)OC)C=C1 (methyl E-4-[[2-butyl-5-[[3-butyl-2,5-dioxo-4-imidazolidinylidene)methyl]-1H-imidazol-1-yl]methyl]benzoate), C(=O)([O-])[O-].[K+].[K+] (K2CO3), Cl.CC=1SC=C(N1)CCl (2-methyl-4-chloromethylthiazole hydrochloride). Run in CN(C)C=O (DMF). Reaction conditions: time 16 hour. Yields the product Cl.Cl.C(CCC)C=1N(C(=CN1)/C=C\1/N(C(N(C1=O)CC=1N=C(SC1)C)=O)CCCC)CC1=CC=C(C(=O)OC)C=C1 (Methyl E-4-[[2-butyl-5-[[3-butyl-1-[(2-methyl-4-thiazolyl)methyl]-2,5-dioxo-4-imidazolidinylidene]methyl]-1H-imidazol-1-yl]methyl]benzoate dihydrochloride). As a reaction SMILES: [CH2:1]([C:5]1[N:6]([CH2:22][C:23]2[CH:32]=[CH:31][C:26]([C:27]([O:29][CH3:30])=[O:28])=[CH:25][CH:24]=2)[C:7](/[CH:10]=[C:11]2/[N:12]([CH2:18][CH2:19][CH2:20][CH3:21])[C:13](=[O:17])[NH:14][C:15]/2=[O:16])=[CH:8][N:9]=1)[CH2:2][CH2:3][CH3:4].C([O-])([O-])=O.[K+].[K+].[ClH:39].[CH3:40][C:41]1[S:42][CH:43]=[C:44]([CH2:46][Cl:47])[N:45]=1>CN(C=O)C>[ClH:47].[ClH:39].[CH2:1]([C:5]1[N:6]([CH2:22][C:23]2[CH:32]=[CH:31][C:26]([C:27]([O:29][CH3:30])=[O:28])=[CH:25][CH:24]=2)[C:7](/[CH:10]=[C:11]2/[N:12]([CH2:18][CH2:19][CH2:20][CH3:21])[C:13](=[O:17])[N:14]([CH2:46][C:44]3[N:45]=[C:41]([CH3:40])[S:42][CH:43]=3)[C:15]/2=[O:16])=[CH:8][N:9]=1)[CH2:2][CH2:3][CH3:4] |f:1.2.3,4.5,7.8.9|. Procedure: To a solution of methyl E-4-[[2-butyl-5-[[3-butyl-2,5-dioxo-4-imidazolidinylidene)methyl]-1H-imidazol-1-yl]methyl]benzoate (0.66 g, 1.5 mmol) in DMF (10 mL) is added K2CO3 (3.0 g, 15 mmol). After stirring for 5 minutes 2-methyl-4-chloromethylthiazole hydrochloride (0.28 g, 1.5 mmol) is added. The mixture is stirred for 16 hours and then filtered. The filtrate is concentrated in vacuo and dissolved in ether (50 mL). This solution is washed with water and dried over K2CO3 and charcoal. The mixture... Starting materials: ClCC(=O)O (chloroacetic acid), FC=1C(=C(C2=C(C(C=C(O2)C2=CC(=C(C=C2)NC(C(C)(C)C)=O)F)=O)C1NC(C(C)(C)C)=O)F)CO (6,8-difluoro-2-(3-fluoro-4-pivaloylaminophenyl)-7-hydroxymethyl-5-pivaloylamino-4H-1-benzopyran-4-one), ice water. Run in S(O)(O)(=O)=O (sulfuric acid). Reaction conditions: temperature 100 celsius, time 20 minute. Product: NC1=C(C(=C(C2=C1C(C=C(O2)C2=CC(=C(C=C2)N)F)=O)F)COC(CCl)=O)F (5-Amino-2-(4-amino-3-fluorophenyl)-7-chloroacetoxymethyl-6,8-difluoro-4H-1-benzopyran-4-one). Yield: 96.9%. As a reaction SMILES: [Cl:1][CH2:2][C:3]([OH:5])=[O:4].[F:6][C:7]1[C:8]([CH2:40]O)=[C:9]([F:39])[C:10]2[O:15][C:14]([C:16]3[CH:21]=[CH:20][C:19]([NH:22]C(=O)C(C)(C)C)=[C:18]([F:29])[CH:17]=3)=[CH:13][C:12](=[O:30])[C:11]=2[C:31]=1[NH:32]C(=O)C(C)(C)C>S(=O)(=O)(O)O>[NH2:32][C:31]1[C:11]2[C:12](=[O:30])[CH:13]=[C:14]([C:16]3[CH:21]=[CH:20][C:19]([NH2:22])=[C:18]([F:29])[CH:17]=3)[O:15][C:10]=2[C:9]([F:39])=[C:8]([CH2:40][O:4][C:3](=[O:5])[CH2:2][Cl:1])[C:7]=1[F:6]. Procedure details: 100 g (1.06 mol) of chloroacetic acid and 30 mL of sulfuric acid were added to 10.8 g (20.0 mmol) of 6,8-difluoro-2-(3-fluoro-4-pivaloylaminophenyl)-7-hydroxymethyl-5-pivaloylamino-4H-1-benzopyran-4-one obtained in EXAMPLE 118 (4), and the mixture was stirred at 100° C. for 20 minutes. The reaction solution was poured into 1 L of ice-water and the mixture was extracted with ethyl acetate. The organic layer was washed with an aqueous saturated solution of sodium chloride and dried over anhydrous ... The reactants are CC(Br)Br, CC1(C)OCc2cc(Cl)cc(Br)c2O1, [Cl-], [Mg], [NH4+], C1CCOC1, O, O=Cc1cn(C(c2ccccc2)(c2ccccc2)c2ccccc2)cn1. Reaction SMILES: [Br:1][CH:2]([Br:3])[CH3:4].[Br:6][c:7]1[cH:8][c:9]([Cl:19])[cH:10][c:11]2[c:12]1[O:13][C:14]([CH3:17])([CH3:18])[O:15][CH2:16]2.[Cl-:46].[Mg:5].[NH4+:47].[O:48]1[CH2:49][CH2:50][CH2:51][CH2:52]1.[OH2:53].[c:20]1([C:26]([n:27]2[cH:28][n:29][c:30]([CH:32]=[O:33])[cH:31]2)([c:34]2[cH:35][cH:36][cH:37][cH:38][cH:39]2)[c:40]2[cH:41][cH:42][cH:43][cH:44][cH:45]2)[cH:21][cH:22][cH:23][cH:24][cH:25]1>>[c:7]1([CH:32]([c:30]2[n:29][cH:28][n:27]([C:26]([c:20]3[cH:21][cH:22][cH:23][cH:24][cH:25]3)([c:34]3[cH:35][cH:36][cH:37][cH:38][cH:39]3)[c:40]3[cH:41][cH:42][cH:43][cH:44][cH:45]3)[cH:31]2)[OH:33])[cH:8][c:9]([Cl:19])[cH:10][c:11]2[c:12]1[O:13][C:14]([CH3:17])([CH3:18])[O:15][CH2:16]2. Yields the product CC1(C)OCc2cc(Cl)cc(C(O)c3cn(C(c4ccccc4)(c4ccccc4)c4ccccc4)cn3)c2O1. Starting materials: CCOC(C)=O, CO, O=[N+]([O-])c1ccc(Oc2ccc3c(cnn3-c3cccnc3)c2)nc1, O=[Pt]=O. Product: Nc1ccc(Oc2ccc3c(cnn3-c3cccnc3)c2)nc1. RXN SMILES: [CH3:26][CH2:27][O:28][C:29](=[O:30])[CH3:31].[CH3:32][OH:33].[N+:1]([O-:2])(=[O:3])[c:4]1[cH:5][cH:6][c:7]([O:10][c:11]2[cH:12][c:13]3[cH:14][n:15][n:16](-[c:20]4[cH:21][n:22][cH:23][cH:24][cH:25]4)[c:17]3[cH:18][cH:19]2)[n:8][cH:9]1.[Pt:34](=[O:35])=[O:36]>>[NH2:1][c:4]1[cH:5][cH:6][c:7]([O:10][c:11]2[cH:12][c:13]3[cH:14][n:15][n:16](-[c:20]4[cH:21][n:22][cH:23][cH:24][cH:25]4)[c:17]3[cH:18][cH:19]2)[n:8][cH:9]1.